From a dataset of the Open Reaction Database (ORD), a public repository of structured organic reaction records. describe an organic reaction: reactants, conditions, products, and yield The reactants are S(=O)(=O)(C)OCC1CCN(CC1)C(=O)OC(C)(C)C (tert-butyl 4-(mesyloxymethyl)piperidine-1-carboxylate), C(C)(=O)SCP(=O)(OCC)OCC (S-(diethoxyphosphorylmethyl) thioacetate), C[O-].[Na+].CO (sodium methoxide methanol), CS(=O)(=O)Cl (methanesulfonyl chloride), OCSCC1CCN(CC1)C(=O)OC(C)(C)C (tert-butyl 4-(hydroxymethylthiomethyl)piperidine-1-carboxylate). Solvent: O (water), CO (methanol), O1CCCC1 (tetrahydrofuran), C(C)N(CC)CC (triethylamine). Run at time 20 minute. Yields the product C(C)OP(=O)(OCC)CSCC1CCN(CC1)C(=O)OC(C)(C)C (tert-butyl 4-(diethoxyphosphorylmethylthiomethyl)piperidine-1-carboxylate). Reaction SMILES: [C:1]([S:4][CH2:5][P:6]([O:11][CH2:12][CH3:13])([O:8][CH2:9][CH3:10])=[O:7])(=O)[CH3:2].C[O-].[Na+].CO.S(OCC1[CH2:30][CH2:29][N:28]([C:31]([O:33][C:34]([CH3:37])([CH3:36])[CH3:35])=[O:32])[CH2:27][CH2:26]1)(C)(=O)=O.CS(Cl)(=O)=O.OCSCC1CCN(C(OC(C)(C)C)=O)CC1>CO.O1CCCC1.O.C(N(CC)CC)C>[CH2:9]([O:8][P:6]([CH2:5][S:4][CH2:1][CH:2]1[CH2:30][CH2:29][N:28]([C:31]([O:33][C:34]([CH3:36])([CH3:35])[CH3:37])=[O:32])[CH2:27][CH2:26]1)([O:11][CH2:12][CH3:13])=[O:7])[CH3:10] |f:1.2.3|. Reported procedure: To a solution of 1.529 g (6.759 mM) of S-(diethoxyphosphorylmethyl) thioacetate in 30 ml of methanol was added 1.30 g (6.76 mM) of 28% sodium methoxide-methanol under ice-cooling and the mixture was stirred at the prevailing temperature for 20 minutes. To this reaction mixture was added crude tert-butyl 4-(mesyloxymethyl)piperidine-1-carboxylate [which was prepared by adding 0.73 ml (9.46 mM) of methanesulfonyl chloride to a solution of 1.75 g (8.11 mM) of tert-butyl 4-(hydroxymethylthiomethyl)p... Starting materials: ClC=1N=C2N(C=C(C=C2)Cl)C1 (2,6-Dichloro-imidazo[1,2-a]pyridine), CN(C)C=O (DMF), O=P(Cl)(Cl)Cl (POCl3). Reaction conditions: temperature 0 celsius, time 15 minute. Product: ClC=1N=C2N(C=C(C=C2)Cl)C1C=O (2,6-Dichloro-3-formyl-imidazo[1,2-a]pyridine). The yield is 87.0%. Reaction SMILES: [Cl:1][C:2]1[N:3]=[C:4]2[CH:9]=[CH:8][C:7]([Cl:10])=[CH:6][N:5]2[CH:11]=1.O=P(Cl)(Cl)Cl.CN([CH:20]=[O:21])C>>[Cl:1][C:2]1[N:3]=[C:4]2[CH:9]=[CH:8][C:7]([Cl:10])=[CH:6][N:5]2[C:11]=1[CH:20]=[O:21]. Procedure details: Compound 12 (1.0 g, 5.4 mmol) was dissolved in DMF (5 mL) and the solution cooled to 0° C.in an ice-water bath. To this solution was added POCl3 (0.6 mL, 6.4 mmol) and the mixture stirred for 15 min. The bath was removed and the mixture warmed to room temperature and stirred for 3 hours. This reaction mixture was poured into ice water. The aqueous suspension was made basic by the addition of concentrated NH4OH and the precipitated solid collected by filtration. This solid was dissolved in CHCl3 ... Starting materials: NC1=C(C#N)C(=CC=C1)SC (2-amino-6-(methylthio)benzonitrile), S(N)(=O)(=O)Cl (sulfamoyl chloride). Procedure details: Prepared as in Example 1 from 2-amino-6-(methylthio)benzonitrile (Example 8b) and sulfamoyl chloride. 1H NMR (400 MHz, DMSO-d6) δ 2.56 (s, 3H), 7.18 (d, J=8.4 Hz, 1H), 7.26 (s, 2H), 7.33 (d, J=8.0 Hz, 1H), 7.59 (t, J=8.40 Hz, 1H), 9.51 (s, 1H). Reaction SMILES: [NH2:1][C:2]1[CH:9]=[CH:8][CH:7]=[C:6]([S:10][CH3:11])[C:3]=1[C:4]#[N:5].[S:12](Cl)(=[O:15])(=[O:14])[NH2:13]>>[S:12]([NH:1][C:2]1[CH:9]=[CH:8][CH:7]=[C:6]([S:10][CH3:11])[C:3]=1[C:4]#[N:5])(=[O:15])(=[O:14])[NH2:13]. Yields the product S(N)(=O)(=O)NC1=C(C#N)C(=CC=C1)SC (2-sulfamoylamino-6-(methylthio)benzonitrile). Reactants: [Br-], BrCCOCCBr, CCCC[N+](CCCC)(CCCC)CCCC, CC(C)(C)[O-], CS(C)=O, ClCCl, [K+], N#CCC#N. Yields the product N#CC1(C#N)CCOCC1. RXN SMILES: [Br-:23].[Br:6][CH2:7][CH2:8][O:9][CH2:10][CH2:11][Br:12].[CH2:24]([N+:25]([CH2:26][CH2:27][CH2:28][CH3:29])([CH2:30][CH2:31][CH2:32][CH3:33])[CH2:34][CH2:35][CH2:36][CH3:37])[CH2:38][CH2:39][CH3:40].[CH3:13][C:14]([CH3:15])([O-:16])[CH3:17].[CH3:19][S:20]([CH3:21])=[O:22].[Cl:41][CH2:42][Cl:43].[K+:18].[N:1]#[C:2][CH2:3][C:4]#[N:5]>>[N:1]#[C:2][C:3]1([C:4]#[N:5])[CH2:7][CH2:8][O:9][CH2:10][CH2:11]1. Reactants: C(C)(C)(C)OC1=CC=C(C=C)C=C1 (p-t-butoxystyrene), S(O)(O)(=O)=O (sulfuric acid), N(=NC(C#N)(C)C)C(C#N)(C)C (azobisisobutyronitrile), OC=CC1=CC=CC=C1 (hydroxystyrene), C(C)(C)(C)OC1=CC=C(C=C)C=C1 (p-t-butoxystyrene), C=CC1=CC=CC=C1 (styrene), COCC(C)O (propylene glycol monomethyl ether), resultant solution. The solvent is C(C)(=O)OCC (Ethyl acetate). Product: OC1=CC=C(C=C)C=C1.C=CC1=CC=CC=C1 (p-hydroxystyrene styrene). Reaction SMILES: C([O:5][C:6]1[CH:13]=[CH:12][C:9]([CH:10]=[CH2:11])=[CH:8][CH:7]=1)(C)(C)C.[CH2:14]=[CH:15][C:16]1[CH:21]=[CH:20][CH:19]=[CH:18][CH:17]=1.COCC(O)C.N(C(C)(C)C#N)=NC(C)(C)C#N.S(=O)(=O)(O)O.OC=CC1C=CC=CC=1>C(OCC)(=O)C>[OH:5][C:6]1[CH:13]=[CH:12][C:9]([CH:10]=[CH2:11])=[CH:8][CH:7]=1.[CH2:14]=[CH:15][C:16]1[CH:21]=[CH:20][CH:19]=[CH:18][CH:17]=1 |f:7.8|. Reported procedure: A solution was prepared by dissolving 100 parts by weight, as the total amount, of p-t-butoxystyrene and styrene (molar ratio was p-t-butoxystyrene:styrene=80:20) in 150 parts by weight of propylene glycol monomethyl ether. This solution was kept under a nitrogen atmosphere at 70° C. for 10 hr with 4 parts by weight of azobisisobutyronitrile supplied to proceed polymerization. Then, sulfuric acid was added to the reaction solution, and the resultant solution was kept at 90° C. for 10 hr to cover... Starting materials: ClCC1=CC=C(C=C1)OC (1-(chloromethyl)-4-methoxybenzene), C([O-])([O-])=O.[Cs+].[Cs+] (Cesium carbonate), ClC1=NC(=NC(=N1)C)N (4-chloro-6-methyl-1,3,5-triazin-2-amine), ClCC1=CC=C(C=C1)OC (1-(chloromethyl)-4-methoxybenzene), C([O-])([O-])=O.[Cs+].[Cs+] (cesium carbonate). Run in CN(C)C=O (DMF), CCOC(=O)C (EtOAc). Reaction conditions: time 40 minute. Product: ClC1=NC(=NC(=N1)C)N(CC1=CC=C(C=C1)OC)CC1=CC=C(C=C1)OC (4-Chloro-N,N-Bis(4-Methoxybenzyl)-6-Methyl-1,3,5-Triazin-2-Amine). The yield is 115.3%. RXN SMILES: [C:1](=[O:4])([O-])[O-].[Cs+].[Cs+].[Cl:7][C:8]1[N:13]=[C:12]([CH3:14])[N:11]=[C:10]([NH2:15])[N:9]=1.Cl[CH2:17][C:18]1[CH:23]=[CH:22][C:21]([O:24][CH3:25])=[CH:20][CH:19]=1>CN(C=O)C.CCOC(C)=O>[Cl:7][C:8]1[N:13]=[C:12]([CH3:14])[N:11]=[C:10]([N:15]([CH2:17][C:18]2[CH:23]=[CH:22][C:21]([O:4][CH3:1])=[CH:20][CH:19]=2)[CH2:17][C:18]2[CH:23]=[CH:22][C:21]([O:24][CH3:25])=[CH:20][CH:19]=2)[N:9]=1 |f:0.1.2|. Reported procedure: Cesium carbonate (0.860 mL, 10.74 mmol) was added to a mixture of 4-chloro-6-methyl-1,3,5-triazin-2-amine (1.10 g, 7.61 mmol) and 1-(chloromethyl)-4-methoxybenzene (1.10 mL, 8.11 mmol) in DMF (8.0 mL) at rt. After 40 min, more 1-(chloromethyl)-4-methoxybenzene (1.10 mL, 8.11 mmol) was added. After another 1 h, more cesium carbonate (0.860 mL, 10.74 mmol) was added. After another 30 min, the mixture was diluted with EtOAc (30 mL) and filtered through a pad of Celite® (diatomaceous earth). The fil... Reactants: Clc1ccc2c(Cl)ccnc2c1, CN(C)C=O, c1nc[nH]n1. The product is Clc1ccc2c(-n3cncn3)ccnc2c1. Reaction SMILES: [Cl:1][c:2]1[cH:3][cH:4][n:5][c:6]2[cH:7][c:8]([Cl:12])[cH:9][cH:10][c:11]12.[O:18]=[CH:19][N:20]([CH3:21])[CH3:22].[nH:13]1[n:14][cH:15][n:16][cH:17]1>>[c:2]1(-[n:13]2[n:14][cH:15][n:16][cH:17]2)[cH:3][cH:4][n:5][c:6]2[cH:7][c:8]([Cl:12])[cH:9][cH:10][c:11]12.